From a dataset of the Open Reaction Database (ORD), a public repository of structured organic reaction records. describe an organic reaction: reactants, conditions, products, and yield The solvent is COCCOC (ethylene glycol dimethyl ether), COCCOC (ethylene glycol dimethyl ether). Yields the product C(C)(C)(C)C=1C=C(C(=O)O)C=C(C1O)C (3-t-Butyl-5-methyl-4-hydroxybenzoic acid). Reaction conditions: temperature 5 celsius. Reactants: C(C)(C)(C)C1=C(C(=CC=C1)C)O (2-t-butyl-6-methylphenol), [H-].[Na+] (sodium hydride), C(=O)=O (carbon dioxide). Reported procedure: Charge a reaction vessel with a suspension of sodium hydride (4.74 g, 0.198 mol) in anhydrous ethylene glycol dimethyl ether (150 mL). Add, by dropwise addition, a solution of 2-t-butyl-6-methylphenol (0.1 mol) in ethylene glycol dimethyl ether (150 mL). Warm to 50°-60° C. for 1.5 hours then introduce carbon dioxide through a gas-disparging tube below the surface of the reaction mixture for 20 hours. Cool to 5° C. and destroy the excess sodium hydride carefully with methyl alcohol (30 mL). After... RXN SMILES: [H-].[Na+].[C:3]([C:7]1[CH:12]=[CH:11][CH:10]=[C:9]([CH3:13])[C:8]=1[OH:14])([CH3:6])([CH3:5])[CH3:4].[C:15](=[O:17])=[O:16]>COCCOC>[C:3]([C:7]1[CH:12]=[C:11]([CH:10]=[C:9]([CH3:13])[C:8]=1[OH:14])[C:15]([OH:17])=[O:16])([CH3:6])([CH3:5])[CH3:4] |f:0.1|. The reactants are COC(=O)c1ccc(C(C)NC(=O)c2cc(Cl)cnc2Cl)cc1, Oc1cccc(Cl)c1. Yields the product COC(=O)c1ccc(C(C)NC(=O)c2cc(Cl)cnc2Oc2cccc(Cl)c2)cc1. RXN SMILES: [Cl:1][c:2]1[n:3][cH:4][c:5]([Cl:23])[cH:6][c:7]1[C:8](=[O:9])[NH:10][CH:11]([CH3:12])[c:13]1[cH:14][cH:15][c:16]([C:17](=[O:18])[O:19][CH3:20])[cH:21][cH:22]1.[OH:24][c:25]1[cH:26][cH:27][cH:28][c:29]([Cl:30])[cH:31]1>>[c:2]1([O:24][c:25]2[cH:26][cH:27][cH:28][c:29]([Cl:30])[cH:31]2)[n:3][cH:4][c:5]([Cl:23])[cH:6][c:7]1[C:8](=[O:9])[NH:10][CH:11]([CH3:12])[c:13]1[cH:14][cH:15][c:16]([C:17](=[O:18])[O:19][CH3:20])[cH:21][cH:22]1. Reactants: Cl, Cc1ccc(Cc2cnc(N[N+](=O)[O-])[nH]c2=O)cn1, Cc1cc(Cl)cnc1NCCCCN, O. The product is Cc1ccc(Cc2cnc(NCCCCNc3ncc(Cl)cc3C)[nH]c2=O)cn1. RXN SMILES: [ClH:34].[N+:15]([NH:16][c:19]1[n:20][cH:21][c:22]([CH2:26][c:27]2[cH:28][n:29][c:30]([CH3:33])[cH:31][cH:32]2)[c:23](=[O:25])[nH:24]1)([O-:17])=[O:18].[NH2:1][CH2:2][CH2:3][CH2:4][CH2:5][NH:6][c:7]1[n:8][cH:9][c:10]([Cl:14])[cH:11][c:12]1[CH3:13].[OH2:35]>>[NH:1]([CH2:2][CH2:3][CH2:4][CH2:5][NH:6][c:7]1[n:8][cH:9][c:10]([Cl:14])[cH:11][c:12]1[CH3:13])[c:19]1[n:20][cH:21][c:22]([CH2:26][c:27]2[cH:28][n:29][c:30]([CH3:33])[cH:31][cH:32]2)[c:23](=[O:25])[nH:24]1. Starting materials: CCOC(=O)c1cccc(C2CCC(NC(=O)c3nc(Cl)c(CC)[nH]3)CC2)c1, [Li+], [OH-], O. Product: CCc1[nH]c(C(=O)NC2CCC(c3cccc(C(=O)O)c3)CC2)nc1Cl. RXN SMILES: [Cl:1][c:2]1[n:3][c:4]([C:9](=[O:10])[NH:11][CH:12]2[CH2:13][CH2:14][CH:15]([c:18]3[cH:19][c:20]([C:21](=[O:22])[O:23][CH2:24][CH3:25])[cH:26][cH:27][cH:28]3)[CH2:16][CH2:17]2)[nH:5][c:6]1[CH2:7][CH3:8].[Li+:31].[OH-:30].[OH2:29]>>[Cl:1][c:2]1[n:3][c:4]([C:9](=[O:10])[NH:11][CH:12]2[CH2:13][CH2:14][CH:15]([c:18]3[cH:19][c:20]([C:21](=[O:22])[OH:23])[cH:26][cH:27][cH:28]3)[CH2:16][CH2:17]2)[nH:5][c:6]1[CH2:7][CH3:8]. Starting materials: [Si](C)(C)(C(C)(C)C)OC=1C=C2C(=NNC2=CC1)I (5-(tert-butyldimethylsilyloxy)-3-iodo-1H-indazole), O([K])C(C)(C)C (KO-tBu), O (H2O), CI (MeI). The solvent is C1CCOC1 (THF). Conditions: time 4 hour. Product: [Si](C)(C)(C(C)(C)C)OC=1C=C2C(=NN(C2=CC1)C)I (5-(tert-butyldimethylsilyloxy)-3-iodo-1-methyl-1H-indazole). Yield: 80.5%. As a reaction SMILES: [Si:1]([O:8][C:9]1[CH:10]=[C:11]2[C:15](=[CH:16][CH:17]=1)[NH:14][N:13]=[C:12]2[I:18])([C:4]([CH3:7])([CH3:6])[CH3:5])([CH3:3])[CH3:2].O([C:21](C)(C)C)[K].CI.O>C1COCC1>[Si:1]([O:8][C:9]1[CH:10]=[C:11]2[C:15](=[CH:16][CH:17]=1)[N:14]([CH3:21])[N:13]=[C:12]2[I:18])([C:4]([CH3:7])([CH3:5])[CH3:6])([CH3:3])[CH3:2]. Procedure: To a solution of 5-(tert-butyldimethylsilyloxy)-3-iodo-1H-indazole (3 g, 8.0 mmol) in THF (25 mL) was added KO-tBu (1.28 g, 11.2 mmol) at 0° C. followed by addition of MeI (1.58 g, 11.2 mmol), after the addition, the reaction mixture was warmed to room temperature and stirred for 4 hours, then H2O (25 mL) was added to the mixture and product extracted with EtOAc (100 mL). The organic layer was washed with H2O (100 mL), brine (100 mL), dried over Na2SO4 and concentrated under reduced pressure, th...